The task is: describe an organic reaction: reactants, conditions, products, and yield. This data is from the Open Reaction Database (ORD), a public repository of structured organic reaction records. The reactants are ice water, C1(=CC=CC=C1)O (phenol), CC(=C)CCOS(=O)(=O)C (2-methyl-4-methylsulfonyloxy-1-butene), C([O-])([O-])=O.[K+].[K+] (potassium carbonate). Solvent: CN(C=O)C (N,N-dimethylformamide). Conditions: temperature 80 celsius. Yields the product CC(=C)CCOC1=CC=CC=C1 (2-Methyl-4-phenoxy-1-butene). Yield: 66.4%. As a reaction SMILES: [C:1]1([OH:7])[CH:6]=[CH:5][CH:4]=[CH:3][CH:2]=1.[CH3:8][C:9]([CH2:11][CH2:12]OS(C)(=O)=O)=[CH2:10].C(=O)([O-])[O-].[K+].[K+]>CN(C)C=O>[CH3:10][C:9]([CH2:11][CH2:12][O:7][C:1]1[CH:6]=[CH:5][CH:4]=[CH:3][CH:2]=1)=[CH2:8] |f:2.3.4|. Procedure details: A mixture of 24.4 g (260 mmol) of phenol, 47.0 g (286 mmol) of 2-methyl-4-methylsulfonyloxy-1-butene, 107 g (780 mmol) of potassium carbonate and 300 ml of N,N-dimethylformamide was stirred and heated at 80° C. for 6 hours, and then it was poured onto 500 ml of ice-water. The resulting mixture was extracted with hexane and the combined extracts were dried (MgSO4) and evaporated in vacuo to give the title compound as an oil (28.0 g, 66% yield). Reactants: [Al+3], Cl, [H-], [H-], [H-], [H-], [Li+], CC1(c2cccc(N)c2)C2CN(Cc3ccccc3)C(=O)C21, [Na+], C1CCOC1, [OH-], O. Yields the product CC1(c2cccc(N)c2)C2CN(Cc3ccccc3)CC21. RXN SMILES: [Al+3:2].[ClH:29].[H-:1].[H-:4].[H-:5].[H-:6].[Li+:3].[NH2:7][c:8]1[cH:9][c:10]([C:14]2([CH3:28])[CH:15]3[CH2:16][N:17]([CH2:21][c:22]4[cH:23][cH:24][cH:25][cH:26][cH:27]4)[C:18](=[O:20])[CH:19]23)[cH:11][cH:12][cH:13]1.[Na+:31].[O:32]1[CH2:33][CH2:34][CH2:35][CH2:36]1.[OH-:30].[OH2:37]>>[NH2:7][c:8]1[cH:9][c:10]([C:14]2([CH3:28])[CH:15]3[CH2:16][N:17]([CH2:21][c:22]4[cH:23][cH:24][cH:25][cH:26][cH:27]4)[CH2:18][CH:19]23)[cH:11][cH:12][cH:13]1. Reactants: CCOP(O)(=S)OCC, O, N#Cc1ccc(O)cc1. The product is NC(=S)c1ccc(O)cc1. RXN SMILES: [CH2:10]([O:11][P:12]([OH:13])([O:14][CH2:15][CH3:16])=[S:18])[CH3:17].[OH2:19].[OH:1][c:2]1[cH:3][cH:4][c:5]([C:8]#[N:9])[cH:6][cH:7]1>>[OH:1][c:2]1[cH:3][cH:4][c:5]([C:8]([NH2:9])=[S:18])[cH:6][cH:7]1. The reactants are C1(=CC=CC=C1)C1=NN(C=C1)C1=NC=CC=C1C(=O)O (2-(3-phenyl-1H-pyrazol-1-yl)pyridine-3-carboxylic acid), Cl.NC(C(C(=O)N)O)CCCC (3-amino-2-hydroxyheptanamide hydrochloride). The product is NC(C(=O)C(CCCC)NC(C1=C(N=CC=C1)N1N=C(C=C1)C1=CC=CC=C1)=O)=O (N-{1-[Amino(oxo)acetyl]pentyl}-2-(3-phenyl-1H-pyrazol-1-yl)nicotinamide). RXN SMILES: [C:1]1([C:7]2[CH:11]=[CH:10][N:9]([C:12]3[C:17]([C:18]([OH:20])=O)=[CH:16][CH:15]=[CH:14][N:13]=3)[N:8]=2)[CH:6]=[CH:5][CH:4]=[CH:3][CH:2]=1.Cl.[NH2:22][CH:23]([CH2:29][CH2:30][CH2:31][CH3:32])[CH:24]([OH:28])[C:25]([NH2:27])=[O:26]>>[NH2:27][C:25](=[O:26])[C:24]([CH:23]([NH:22][C:18](=[O:20])[C:17]1[CH:16]=[CH:15][CH:14]=[N:13][C:12]=1[N:9]1[CH:10]=[CH:11][C:7]([C:1]2[CH:2]=[CH:3][CH:4]=[CH:5][CH:6]=2)=[N:8]1)[CH2:29][CH2:30][CH2:31][CH3:32])=[O:28] |f:1.2|. Procedure details: Preparation in analogy to Example 5 by coupling 2-(3-phenyl-1H-pyrazol-1-yl)pyridine-3-carboxylic acid and 3-amino-2-hydroxyheptanamide hydrochloride and subsequent oxidation afforded 40 mg of the title compound as a white solid. Starting materials: CC(C)(C)OC(=O)N1CCN(C(=CC#N)c2ccccc2)CC1, ClCCl, O=C(O)C(F)(F)F. The product is N#CC=C(c1ccccc1)N1CCNCC1. As a reaction SMILES: [C:1](#[N:2])[CH:3]=[C:4]([c:5]1[cH:6][cH:7][cH:8][cH:9][cH:10]1)[N:11]1[CH2:12][CH2:13][N:14]([C:17]([O:18][C:19]([CH3:20])([CH3:21])[CH3:22])=[O:23])[CH2:15][CH2:16]1.[CH2:31]([Cl:32])[Cl:33].[F:24][C:25]([F:26])([F:27])[C:28]([OH:29])=[O:30]>>[C:1](#[N:2])[CH:3]=[C:4]([c:5]1[cH:6][cH:7][cH:8][cH:9][cH:10]1)[N:11]1[CH2:12][CH2:13][NH:14][CH2:15][CH2:16]1. Reactants: CC(=O)O[BH-](OC(C)=O)OC(C)=O, O=CC1CC1, COCC1OC(n2cnc3c(NCC(c4ccccc4)c4ccccc4)nc(CCN)nc32)C(O[Si](C)(C)C(C)(C)C)C1O[Si](C)(C)C(C)(C)C, [Na+], C1CCOC1. The product is COCC1OC(n2cnc3c(NCC(c4ccccc4)c4ccccc4)nc(CCNCC4CC4)nc32)C(O[Si](C)(C)C(C)(C)C)C1O[Si](C)(C)C(C)(C)C. As a reaction SMILES: [C:57]([O:58][BH-:59]([O:60][C:61](=[O:62])[CH3:63])[O:64][C:65](=[O:66])[CH3:67])(=[O:68])[CH3:69].[CH:52]1([CH:55]=[O:56])[CH2:53][CH2:54]1.[NH2:1][CH2:2][CH2:3][c:4]1[n:5][c:6]([NH:37][CH2:38][CH:39]([c:40]2[cH:41][cH:42][cH:43][cH:44][cH:45]2)[c:46]2[cH:47][cH:48][cH:49][cH:50][cH:51]2)[c:7]2[n:8][cH:9][n:10]([CH:13]3[O:14][CH:15]([CH2:34][O:35][CH3:36])[CH:16]([O:26][Si:27]([CH3:28])([CH3:29])[C:30]([CH3:31])([CH3:32])[CH3:33])[CH:17]3[O:18][Si:19]([CH3:20])([CH3:21])[C:22]([CH3:23])([CH3:24])[CH3:25])[c:11]2[n:12]1.[Na+:70].[O:71]1[CH2:72][CH2:73][CH2:74][CH2:75]1>>[NH:1]([CH2:2][CH2:3][c:4]1[n:5][c:6]([NH:37][CH2:38][CH:39]([c:40]2[cH:41][cH:42][cH:43][cH:44][cH:45]2)[c:46]2[cH:47][cH:48][cH:49][cH:50][cH:51]2)[c:7]2[n:8][cH:9][n:10]([CH:13]3[O:14][CH:15]([CH2:34][O:35][CH3:36])[CH:16]([O:26][Si:27]([CH3:28])([CH3:29])[C:30]([CH3:31])([CH3:32])[CH3:33])[CH:17]3[O:18][Si:19]([CH3:20])([CH3:21])[C:22]([CH3:23])([CH3:24])[CH3:25])[c:11]2[n:12]1)[CH2:55][CH:52]1[CH2:53][CH2:54]1. Reactants: C(C1=CC=CC=C1)N(C1C2CN(CC1CC2)C[C@@H](COC2=CC=C(C=C2)C#N)NC(OC(C)(C)C)=O)C (tert-butyl (1S)-2-{8-[benzyl(methyl)amino]-3-azabicyclo[3.2.1]oct-3-yl}-1-[(4-cyanophenoxy)methyl]ethylcarbamate), Cl (HCl). Reagents/catalysts: [Pd] (Pd/C). Run in CO (MeOH). Yields the product C(#N)C1=CC=C(OC[C@H](CN2CC3CCC(C2)C3NC)NC(OC(C)(C)C)=O)C=C1 (tert-Butyl (1S)-2-(4-Cyanophenoxy)-1-{[8-(methylamino)-3-azabicyclo[3.2.1]oct-3-yl]methyl}ethylcarbamate). The yield is 60.3%. RXN SMILES: [CH2:1]([N:8](C)[CH:9]1[CH:14]2[CH2:15][CH2:16][CH:10]1[CH2:11][N:12]([CH2:17][C@H:18]([NH:29][C:30](=[O:36])[O:31][C:32]([CH3:35])([CH3:34])[CH3:33])[CH2:19][O:20][C:21]1[CH:26]=[CH:25][C:24]([C:27]#[N:28])=[CH:23][CH:22]=1)[CH2:13]2)C1C=CC=CC=1.Cl>[Pd].CO>[C:27]([C:24]1[CH:23]=[CH:22][C:21]([O:20][CH2:19][C@@H:18]([NH:29][C:30](=[O:36])[O:31][C:32]([CH3:35])([CH3:33])[CH3:34])[CH2:17][N:12]2[CH2:13][CH:14]3[CH:9]([NH:8][CH3:1])[CH:10]([CH2:16][CH2:15]3)[CH2:11]2)=[CH:26][CH:25]=1)#[N:28]. Reported procedure: A mixture of tert-butyl (1S)-2-{8-[benzyl(methyl)amino]-3-azabicyclo[3.2.1]oct-3-yl}-1-[(4-cyanophenoxy)methyl]ethylcarbamate (0.8 g, 1.6 mmol), 1 M HCl (0.8 mL) and MeOH (30 mL) was hydrogenated over 5% Pd/C. The reaction was stopped when the amount of H2 calculated for complete reaction had been consumed. The mixture was filtered through silica and the filtrate evaporated. The resulting crude product was purified on silica gel, eluting with DCM:ammoniacal methanol (9:1), to yield 0.4 g (61%) o... The reactants are C(CC#N)#N (malononitrile), O.NN (hydrazine hydrate), ClC=1C=C(C=CC1Cl)NN=C(C#N)C#N (2-[(3,4-dichlorophenyl)hydrazono]malononitrile), ClC=1C=C(N)C=CC1Cl (3,4-dichloroaniline), O.NN (hydrazine hydrate). Yields the product ClC=1C=C(C=CC1Cl)NN=C1C(=NN=C1N)N (4-[(3,4-dichlorophenyl)hydrazono]-4H-pyrazole-3,5-diamine), compound. Isolated yield 39.0%. RXN SMILES: ClC1C=C(N[N:10]=[C:11]([C:14]#[N:15])[C:12]#[N:13])C=CC=1Cl.[Cl:16][C:17]1[CH:18]=[C:19]([CH:21]=[CH:22][C:23]=1[Cl:24])[NH2:20].C(#N)CC#N.O.[NH2:31][NH2:32]>>[Cl:16][C:17]1[CH:18]=[C:19]([NH:20][N:10]=[C:11]2[C:12]([NH2:13])=[N:32][N:31]=[C:14]2[NH2:15])[CH:21]=[CH:22][C:23]=1[Cl:24] |f:3.4|. Procedure details: 4-[(3,4-dichlorophenyl)hydrazono]-4H-pyrazole-3,5-diamine was prepared using 120 mg (0.5 mmol) of 2-[(3,4-dichlorophenyl)hydrazono]malononitrile, which was derived from 3,4-dichloroaniline (162 mg, 1.0 mmol) and malononitrile (1.5 mmol), and hydrazine hydrate. Precipitate formed in the reaction tube immediately after the addition of hydrazine hydrate. The resulting solid was isolated by filtration, precipitated from an ethyl acetate solution by the addition of hexanes, and dried to yield 53 mg (...